Dataset: the Open Reaction Database (ORD), a public repository of structured organic reaction records. Task: describe an organic reaction: reactants, conditions, products, and yield Reactants: D1, COC1=C(CON2C(NC3=C(C2=O)OC2=C3C=CC=C2)=O)C=CC(=C1)OC (3-(2,4-Dimethoxy-benzyloxy)-1H-benzo[4,5]furo[3,2-d]pyrimidine-2,4-dione), C1(=CC=CC=C1)C1=C(CBr)C=CC=C1 (2-phenylbenzyl bromide). The product is C1(=C(C=CC=C1)CN1C(N(C(C2=C1C1=C(O2)C=CC=C1)=O)O)=O)C1=CC=CC=C1 (1-Biphenyl-2-ylmethyl-3-hydroxy-1H-benzo[4,5]furo[3,2-d]pyrimidine-2,4-dione). Reaction SMILES: COC1C=C(OC)C=CC=1C[O:6][N:7]1[C:12](=[O:13])[C:11]2[O:14][C:15]3[CH:20]=[CH:19][CH:18]=[CH:17][C:16]=3[C:10]=2[NH:9][C:8]1=[O:21].[C:28]1([C:34]2[CH:41]=[CH:40][CH:39]=[CH:38][C:35]=2[CH2:36]Br)[CH:33]=[CH:32][CH:31]=[CH:30][CH:29]=1>>[C:34]1([C:28]2[CH:29]=[CH:30][CH:31]=[CH:32][CH:33]=2)[CH:41]=[CH:40][CH:39]=[CH:38][C:35]=1[CH2:36][N:9]1[C:10]2[C:16]3[CH:17]=[CH:18][CH:19]=[CH:20][C:15]=3[O:14][C:11]=2[C:12](=[O:13])[N:7]([OH:6])[C:8]1=[O:21]. Reported procedure: Following general procedure B2 and D1, 3-(2,4-Dimethoxy-benzyloxy)-1H-benzo[4,5]furo[3,2-d]pyrimidine-2,4-dione was alkylated with 2-phenylbenzyl bromide and subsequently deprotected to provide the title compound as a white solid. 1H NMR (d6-DMSO, 300 MHz) δ 5.39 (s, 2H); 7.11 (d, J=7 Hz, 1H); 7.22-7.63 (m, 11H); 7.76 (d, J=8 Hz, 1H); Ret. time=3.01 min., m/z=383.0.